This data is from the Open Reaction Database (ORD), a public repository of structured organic reaction records. The task is: describe an organic reaction: reactants, conditions, products, and yield Reactants: [N+](=O)(O)[O-] (nitric acid), C(C)(C)(C)OC(=O)N1C(=CC2=CC(=CC(=C12)Cl)OC)B(O)O (1-(tert-butoxycarbonyl)-7 chloro-5 methoxy-1H-indol-2-yl boronic acid), ClC=1C=C(C=CC1)O (Meta-chlorophenol). The solvent is C(C)(=O)O (acetic acid). Product: [N+](=O)([O-])C1=C(C=C(C=C1)O)Cl (4-nitro-3-chlorophenol), compound 4-2. Reaction SMILES: C(OC(N1C2C(=CC(OC)=CC=2Cl)C=C1B(O)O)=O)(C)(C)C.[Cl:23][C:24]1[CH:25]=[C:26]([OH:30])[CH:27]=[CH:28][CH:29]=1.[N+:31]([O-])([OH:33])=[O:32]>C(O)(=O)C>[N+:31]([C:29]1[CH:28]=[CH:27][C:26]([OH:30])=[CH:25][C:24]=1[Cl:23])([O-:33])=[O:32]. Procedure: Synthesis of 1-(tert-butoxycarbonyl)-7 chloro-5 methoxy-1H-indol-2-yl boronic acid is shown in Scheme 4. Meta-chlorophenol is nitrated with fuming nitric acid in acetic acid to yield 4-nitro-3-chlorophenol, compound 4-2. The phenol is methylated with dimethylsulfate and potassium carbonate in ethanol, producing compound 4-3, which is treated with vinyl Grignard reagent and cyclized to form the indole, compound 4-4. Compound 4-4 is protected with Boc and then treated with lithium diispropylamide ... Starting materials: BrC(C(=O)OC)C1=CC=C(C=C1)OC1=CC=C(C=C1)Cl (Methyl α-bromo-α-[p-(p-chlorophenoxy)phenyl]acetate), ClC1=CC=C(C=C1)S (4-chlorothiophenol). Solvent: CO (methanol). Yields the product ClC1=CC=C(C=C1)SC(C(=O)OC)C1=CC=C(C=C1)OC1=CC=C(C=C1)Cl (Methyl α-(p-chlorophenylthio)-α-[p-(p-chlorophenoxy)phenyl]acetate). As a reaction SMILES: Br[CH:2]([C:7]1[CH:12]=[CH:11][C:10]([O:13][C:14]2[CH:19]=[CH:18][C:17]([Cl:20])=[CH:16][CH:15]=2)=[CH:9][CH:8]=1)[C:3]([O:5][CH3:6])=[O:4].[Cl:21][C:22]1[CH:27]=[CH:26][C:25]([SH:28])=[CH:24][CH:23]=1>CO>[Cl:21][C:22]1[CH:27]=[CH:26][C:25]([S:28][CH:2]([C:7]2[CH:12]=[CH:11][C:10]([O:13][C:14]3[CH:19]=[CH:18][C:17]([Cl:20])=[CH:16][CH:15]=3)=[CH:9][CH:8]=2)[C:3]([O:5][CH3:6])=[O:4])=[CH:24][CH:23]=1. Procedure: Methyl α-bromo-α-[p-(p-chlorophenoxy)phenyl]acetate (7.11 g) is reacted with 3.61 g of 4-chlorothiophenol in methanol, as in Example 16, to give a yellow oil which is bulb distilled at 0.01 mm to afford colorless oil (188° C) which solidifies to give white crystals, mp 71°-75° C. A portion is recrystallized from hexane to give white nedles, mp 74°-75.5° C. Starting materials: Br, CO, COC(=O)c1cccc(N)c1C, [Na+], [Na+], [Na+], [Na], O=C([O-])[O-], O, N#C[S-]. Yields the product COC(=O)c1c(SC#N)ccc(N)c1C. As a reaction SMILES: [Br:18].[CH3:26][OH:27].[NH2:1][c:2]1[c:3]([CH3:12])[c:4]([C:5](=[O:6])[O:7][CH3:8])[cH:9][cH:10][cH:11]1.[Na+:13].[Na+:19].[Na+:20].[Na:17].[O-:21][C:22](=[O:23])[O-:24].[OH2:25].[S-:14][C:15]#[N:16]>>[NH2:1][c:2]1[c:3]([CH3:12])[c:4]([C:5](=[O:6])[O:7][CH3:8])[c:9]([S:14][C:15]#[N:16])[cH:10][cH:11]1. Reactants: [Ba+2], CCO, [Pd+2], O=S(=O)([O-])[O-], O=S(=O)([O-])[O-], c1ccncc1, CCOC(=O)c1cnn(Cc2nc(-c3cc(C#Cc4cccnc4)cc(C(F)(F)F)c3)cs2)c1. Yields the product CCOC(=O)c1cnn(Cc2nc(-c3cc(C=Cc4cccnc4)cc(C(F)(F)F)c3)cs2)c1. Reaction SMILES: [Ba+2:49].[CH3:41][CH2:42][OH:43].[Pd+2:50].[S:44]([O-:45])([O-:46])(=[O:47])=[O:48].[S:51]([O-:52])([O-:53])(=[O:54])=[O:55].[cH:35]1[cH:36][cH:37][n:38][cH:39][cH:40]1.[n:1]1[cH:2][c:3]([C:7]#[C:8][c:9]2[cH:10][c:11](-[c:19]3[n:20][c:21]([CH2:24][n:25]4[n:26][cH:27][c:28]([C:30](=[O:31])[O:32][CH2:33][CH3:34])[cH:29]4)[s:22][cH:23]3)[cH:12][c:13]([C:15]([F:16])([F:17])[F:18])[cH:14]2)[cH:4][cH:5][cH:6]1>>[n:1]1[cH:2][c:3]([CH:7]=[CH:8][c:9]2[cH:10][c:11](-[c:19]3[n:20][c:21]([CH2:24][n:25]4[n:26][cH:27][c:28]([C:30](=[O:31])[O:32][CH2:33][CH3:34])[cH:29]4)[s:22][cH:23]3)[cH:12][c:13]([C:15]([F:16])([F:17])[F:18])[cH:14]2)[cH:4][cH:5][cH:6]1. Reactants: FC1=C(C=CC=C1)C(S(=O)(=O)C1=CC=C(C)C=C1)[N+]#[C-] (1-Fluoro-2-(isocyano(tosyl)methyl)benzene), N1CCNCC1 (piperazine), C(C)(C)NC=1SC2=C(C=NC(=C2)C=O)N1 (2-(isopropylamino)thiazolo[4,5-c]pyridine-6-carbaldehyde), [NH4+].[OH-] (NH4OH). Run in C1CCOC1 (THF), CCOC(=O)C (EtOAc). Run at time 8 hour. Product: FC1=C(C=CC=C1)C=1N=CNC1C1=CC2=C(C=N1)N=C(S2)NC(C)C (6-(4-(2-fluorophenyl)-1H-imidazol-5-yl)-N-isopropylthiazolo[4,5-c]pyridin-2-amine). Isolated yield 24.6%. As a reaction SMILES: [CH:1]([NH:4][C:5]1[S:6][C:7]2[CH:12]=[C:11]([CH:13]=O)[N:10]=[CH:9][C:8]=2[N:15]=1)([CH3:3])[CH3:2].[NH4+].[OH-].[F:18][C:19]1[CH:24]=[CH:23][CH:22]=[CH:21][C:20]=1[CH:25]([N+:36]#[C-:37])S(C1C=CC(C)=CC=1)(=O)=O.[NH:38]1CCNCC1>C1COCC1.CCOC(C)=O>[F:18][C:19]1[CH:24]=[CH:23][CH:22]=[CH:21][C:20]=1[C:25]1[N:36]=[CH:37][NH:38][C:13]=1[C:11]1[N:10]=[CH:9][C:8]2[N:15]=[C:5]([NH:4][CH:1]([CH3:3])[CH3:2])[S:6][C:7]=2[CH:12]=1 |f:1.2|. Procedure: A solution of 2-(isopropylamino)thiazolo[4,5-c]pyridine-6-carbaldehyde (example 10, step 4) (presumed 0.244 mmol, 1.0 eq.) and concentrated aqueous NH4OH (0.050 mL) in THF (1 mL) was stirred overnight. 1-Fluoro-2-(isocyano(tosyl)methyl)benzene (0.0880 g, 0.304 mmol, 1.2 eq.) and piperazine (0.0371 g, 0.431 mmol, 1.8 eq.) were added, and the reaction mixture was stirred overnight. It was then diluted with EtOAc and washed with water, saturated aqueous NaHCO3, and brine, dried over Na2SO4, filtere... The reactants are ClC=1C=C(C=C(C1)Cl)C1(CC(=NO1)C1=CC(=C(C=C1)[N+](=O)[O-])OC(F)F)C(F)(F)F (5-(3,5-dichlorophenyl)-3-(3-difluoromethoxy-4-nitrophenyl)-5-trifluoromethyl-4,5-dihydroisoxazole), C(C)(=O)O (acetic acid), reduced iron. The solvent is C(C)(=O)OCC (ethyl acetate), O (water). The product is NC1=C(C=C(C=C1)C1=NOC(C1)(C(F)(F)F)C1=CC(=CC(=C1)Cl)Cl)OC(F)F (3-(4-amino-3-difluoromethoxyphenyl)-5-(3,5-dichlorophenyl)-5-trifluoromethyl-4,5-dihydroisoxazole). Yield: 90.8%. As a reaction SMILES: C(O)(=O)C.[Cl:5][C:6]1[CH:7]=[C:8]([C:13]2([C:31]([F:34])([F:33])[F:32])[O:17][N:16]=[C:15]([C:18]3[CH:23]=[CH:22][C:21]([N+:24]([O-])=O)=[C:20]([O:27][CH:28]([F:30])[F:29])[CH:19]=3)[CH2:14]2)[CH:9]=[C:10]([Cl:12])[CH:11]=1>O.C(OCC)(=O)C>[NH2:24][C:21]1[CH:22]=[CH:23][C:18]([C:15]2[CH2:14][C:13]([C:8]3[CH:7]=[C:6]([Cl:5])[CH:11]=[C:10]([Cl:12])[CH:9]=3)([C:31]([F:33])([F:34])[F:32])[O:17][N:16]=2)=[CH:19][C:20]=1[O:27][CH:28]([F:29])[F:30]. Procedure details: In a mixture of 5.0 mL of water, 1.0 mL of acetic acid and 1.22 g of reduced iron, a solution of 2.0 g of 5-(3,5-dichlorophenyl)-3-(3-difluoromethoxy-4-nitrophenyl)-5-trifluoromethyl-4,5-dihydroisoxazole in 15 mL of ethyl acetate was added dropwise at 75° C. under stirring with heating. After the completion of the addition dropwise, it was stirred at the same temperature for 2.5 hours. After the completion of the reaction, the reaction mixture was subjected to hot filtration through Celite, 20 m... Starting materials: CN(C)C(C(=O)OC)C (methyl N,N-dimethylaminopropionate), C(C1=CC=CC=C1)Br (benzyl bromide), CN(P(=O)(N(C)C)N(C)C)C (hexamethylphosphoramide). Conditions: time 0.5 hour. Procedure: The reaction mixture is stirred for 1/2 hour at the same temperature, a solution of 179 g of hexamethylphosphoramide in 200 ml of tetrahydrofuran is added and stirring is continued for 1/2 hour at -78°. At the same temperature a solution of 125 g of methyl N,N-dimethylaminopropionate in 200 ml of tetrahydrofuran is then added dropwise and stirring is continued for 20 minutes. A solution of 171 g of benzyl bromide in 300 ml of tetrahydrofuran is then added, again at -78°. The solution is stirred ... The product is C(C1=CC=CC=C1)C(C(=O)OC)CN(C)C (methyl 2-benzyl-3-dimethylaminopropionate). As a reaction SMILES: [CH3:1][N:2]([CH3:11])P(N(C)C)(N(C)C)=O.CN([CH:15]([CH3:20])[C:16]([O:18][CH3:19])=[O:17])C.[CH2:21](Br)[C:22]1[CH:27]=[CH:26][CH:25]=[CH:24][CH:23]=1>O1CCCC1>[CH2:21]([CH:15]([CH2:20][N:2]([CH3:11])[CH3:1])[C:16]([O:18][CH3:19])=[O:17])[C:22]1[CH:27]=[CH:26][CH:25]=[CH:24][CH:23]=1. Run in O1CCCC1 (tetrahydrofuran), O1CCCC1 (tetrahydrofuran), O1CCCC1 (tetrahydrofuran). Conditions: time 1 hour. RXN SMILES: C([O:4][C@H:5]([CH2:22][C:23]1[CH:28]=[CH:27][CH:26]=[CH:25][CH:24]=1)[C:6]([NH:8][C:9]1[N:13]([CH2:14][CH3:15])[N:12]=[C:11]([C:16]2[CH:21]=[CH:20][N:19]=[CH:18][CH:17]=2)[CH:10]=1)=[O:7])(=O)C.C([O-])([O-])=O.[K+].[K+]>CO>[CH2:14]([N:13]1[C:9]([NH:8][C:6](=[O:7])[C@H:5]([OH:4])[CH2:22][C:23]2[CH:28]=[CH:27][CH:26]=[CH:25][CH:24]=2)=[CH:10][C:11]([C:16]2[CH:21]=[CH:20][N:19]=[CH:18][CH:17]=2)=[N:12]1)[CH3:15] |f:1.2.3|. Procedure: To (R)-1-(1-ethyl-3-(pyridin-4-yl)-1H-pyrazol-5-ylamino)-1-oxo-3-phenylpropan-2-yl acetate (438 mg, 1157 μmol) was added K2CO3 (320 mg, 2315 μmol), followed by MeOH. After 1 hr, the reaction was completed by LC/MS. The reaction was concentrated and worked up with brine and 30% isopropanol in CHCl3. The crude material was purified by trituration with dichloromethane followed by filtration. Product: C(C)N1N=C(C=C1NC([C@@H](CC1=CC=CC=C1)O)=O)C1=CC=NC=C1 ((R)—N-(1-Ethyl-3-(pyridine-4-yl)-1H-pyrazol-5-yl)-2-hydroxy-3-phenylpropanamide). The reactants are C(C)(=O)O[C@@H](C(=O)NC1=CC(=NN1CC)C1=CC=NC=C1)CC1=CC=CC=C1 ((R)-1-(1-ethyl-3-(pyridin-4-yl)-1H-pyrazol-5-ylamino)-1-oxo-3-phenylpropan-2-yl acetate), C(=O)([O-])[O-].[K+].[K+] (K2CO3). Run in CO (MeOH). The reactants are C(=O)(O)C=1C=C(C=CC1O)N1C(=CC=2CCCCC12)C1=CC=CC=C1 (1-(3-carboxy-4-hydroxyphenyl) 2-phenyl-4,5,6,7-tetrahydroindole), white solid, CO (methanol). The product is OC1=C(C=C(C=C1)N1C(=CC=2CCCCC12)C1=CC=CC=C1)C(=O)OC (1-(4-Hydroxy-3-methoxycarbonylphenyl)-2-phenyl-4,5,6,7-tetrahydroindole). RXN SMILES: [C:1]([C:4]1[CH:5]=[C:6]([N:11]2[C:19]3[CH2:18][CH2:17][CH2:16][CH2:15][C:14]=3[CH:13]=[C:12]2[C:20]2[CH:25]=[CH:24][CH:23]=[CH:22][CH:21]=2)[CH:7]=[CH:8][C:9]=1[OH:10])([OH:3])=[O:2].[CH3:26]O>>[OH:10][C:9]1[CH:8]=[CH:7][C:6]([N:11]2[C:19]3[CH2:18][CH2:17][CH2:16][CH2:15][C:14]=3[CH:13]=[C:12]2[C:20]2[CH:21]=[CH:22][CH:23]=[CH:24][CH:25]=2)=[CH:5][C:4]=1[C:1]([O:3][CH3:26])=[O:2]. Reported procedure: Hydrogen chloride gas was bubbled through a boiling mixture of 25.0 g. (0.075 mole) of 1-(3-carboxy-4-hydroxyphenyl) 2-phenyl-4,5,6,7-tetrahydroindole and 750 ml. of methanol for 2 hours. The mixture was heated under reflux for 18.5 hours, cooled and filtered to provide 19.6 g. (75%) of white solid. Recrystallization from methanol gave colorless crystals, m.p. 141°-142°. Starting materials: NC=1OC[C@@]2(C3=CC(=CC=C3OC=3C(=CC(=CC23)Br)F)O)N1 ((S)-2-amino-2′-bromo-4′-fluoro-5H-spiro[oxazole-4,9′-xanthen]-7′-ol), O1CCC(=CC1)B1OC(C(O1)(C)C)(C)C (2-(3,6-dihydro-2H-pyran-4-yl)-4,4,5,5-tetramethyl-1,3,2-dioxaborolane), C(CCC)[Sn](C1=NC=CN=C1)(CCCC)CCCC (2-(tributylstannyl)pyrazine). Yields the product O1CCC(=CC1)C1=CC=2[C@]3(C4=CC(=CC=C4OC2C(=C1)F)C1=NC=CN=C1)N=C(OC3)N ((S)-2′-(3,6-dihydro-2H-pyran-4-yl)-4′-fluoro-7′-(pyrazin-2-yl)-5H-spiro[oxazole-4,9′-xanthen]-2-amine). As a reaction SMILES: [NH2:1][C:2]1[O:3][CH2:4][C@@:5]2([N:22]=1)[C:18]1[CH:17]=[C:16](Br)[CH:15]=[C:14]([F:20])[C:13]=1[O:12][C:11]1[C:6]2=[CH:7][C:8](O)=[CH:9][CH:10]=1.[O:23]1[CH2:28][CH:27]=[C:26](B2OC(C)(C)C(C)(C)O2)[CH2:25][CH2:24]1.C([Sn](CCCC)(CCCC)[C:43]1[CH:48]=[N:47][CH:46]=[CH:45][N:44]=1)CCC>>[O:23]1[CH2:28][CH:27]=[C:26]([C:16]2[CH:15]=[C:14]([F:20])[C:13]3[O:12][C:11]4[C:6](=[CH:7][C:8]([C:43]5[CH:48]=[N:47][CH:46]=[CH:45][N:44]=5)=[CH:9][CH:10]=4)[C@@:5]4([CH2:4][O:3][C:2]([NH2:1])=[N:22]4)[C:18]=3[CH:17]=2)[CH2:25][CH2:24]1. Procedure details: The titled compound was synthesized by steps analogous to those described in method AA22 above, but using (S)-2-amino-2′-bromo-4′-fluoro-5H-spiro[oxazole-4,9′-xanthen]-7′-ol (prepared as described in Method BB40 but using 4-bromo-2-fluorophenol and 2-bromo-5-methoxybenzoic acid), 2-(3,6-dihydro-2H-pyran-4-yl)-4,4,5,5-tetramethyl-1,3,2-dioxaborolane, and 2-(tributylstannyl)pyrazine